Dataset: the Open Reaction Database (ORD), a public repository of structured organic reaction records. Task: describe an organic reaction: reactants, conditions, products, and yield Reactants: ClCCl, COC(=O)C1=COC(O)C2C(CO)=CCC12. The product is COC(=O)C1=COC(O)C2C(C=O)=CCC12. Reaction SMILES: [CH2:17]([Cl:18])[Cl:19].[OH:1][CH:2]1[O:3][CH:4]=[C:5]([C:13](=[O:14])[O:15][CH3:16])[CH:6]2[CH:7]1[C:8]([CH2:11][OH:12])=[CH:9][CH2:10]2>>[OH:1][CH:2]1[O:3][CH:4]=[C:5]([C:13](=[O:14])[O:15][CH3:16])[CH:6]2[CH:7]1[C:8]([CH:11]=[O:12])=[CH:9][CH2:10]2. Starting materials: COC(C(=O)N1C([C@@H]([C@H]1SC(C)=O)OC(COC1=CC=CC=C1)=O)=O)=O ((3S,4R)-2-(4-acetylthio-3-phenoxyacetoxy-2-oxoazetidin-1-yl)-2-oxoacetic acid methyl ester). Run in CO (methanol), C(Cl)Cl (methylene chloride). The product is C(C)(=O)S[C@@H]1[C@H](C(N1)=O)OC(COC1=CC=CC=C1)=O ((3S,4R)-4-acetylthio-3-phenoxyacetoxy-2-oxoazetidine). Reaction SMILES: COC(=O)C([N:6]1[C@H:9]([S:10][C:11](=[O:13])[CH3:12])[C@@H:8]([O:14][C:15](=[O:24])[CH2:16][O:17][C:18]2[CH:23]=[CH:22][CH:21]=[CH:20][CH:19]=2)[C:7]1=[O:25])=O>CO.C(Cl)Cl>[C:11]([S:10][C@H:9]1[NH:6][C:7](=[O:25])[C@@H:8]1[O:14][C:15](=[O:24])[CH2:16][O:17][C:18]1[CH:23]=[CH:22][CH:21]=[CH:20][CH:19]=1)(=[O:13])[CH3:12]. Procedure: A solution of 129 mg (0.34 mmole) of (3S,4R)-2-(4-acetylthio-3-phenoxyacetoxy-2-oxoazetidin-1-yl)-2-oxoacetic acid methyl ester (crude product) in 10 ml of 1% aqueous methanol is stirred for 4 hours at room temperature. The reaction mixture is diluted with 50 ml of methylene chloride, washed in succession with water and saturated sodium chloride solution, dried over sodium sulphate and concentrated by evaporation in vacuo. The residue is chromatographed over silica gel with toluene/ethyl acetate...